The task is: describe an organic reaction: reactants, conditions, products, and yield. This data is from the Open Reaction Database (ORD), a public repository of structured organic reaction records. The reactants are Mercuric acetate, FC=1C=C(CNC(=S)C2=CC=3N(C4=CC=CC=C4SC3C=C2)C(CN2CCCC2)C)C=CC1 (N-(3-fluorobenzyl)-10-[(2RS)-1-(1-pyrrolidinyl)-2-propyl]-2-phenothiazinecarbothioamide), C(\C=C\C(=O)O)(=O)O (fumaric acid). The solvent is C(C)O (ethanol), C(C)(=O)O (acetic acid), C(C)O (ethanol). Run at temperature 20 celsius, time 20 hour. Product: FC=1C=C(CNC(=O)C2=CC=3N(C4=CC=CC=C4SC3C=C2)C(CN2CCCC2)C)C=CC1 (N-(3-fluorobenzyl)-10-[(2RS)-1-(1-pyrrolidinyl)-2-propyl]-2-phenothiazinecarboxamide). Yield: 70.4%. As a reaction SMILES: [F:1][C:2]1[CH:3]=[C:4]([CH:31]=[CH:32][CH:33]=1)[CH2:5][NH:6][C:7]([C:9]1[CH:22]=[CH:21][C:20]2[S:19][C:18]3[C:13](=[CH:14][CH:15]=[CH:16][CH:17]=3)[N:12]([CH:23]([CH3:30])[CH2:24][N:25]3[CH2:29][CH2:28][CH2:27][CH2:26]3)[C:11]=2[CH:10]=1)=S.C(O)(=O)/C=C/C(O)=[O:38]>C(O)(=O)C.C(O)C>[F:1][C:2]1[CH:3]=[C:4]([CH:31]=[CH:32][CH:33]=1)[CH2:5][NH:6][C:7]([C:9]1[CH:22]=[CH:21][C:20]2[S:19][C:18]3[C:13](=[CH:14][CH:15]=[CH:16][CH:17]=3)[N:12]([CH:23]([CH3:30])[CH2:24][N:25]3[CH2:29][CH2:28][CH2:27][CH2:26]3)[C:11]=2[CH:10]=1)=[O:38]. Procedure details: Mercuric acetate (0.80 g) is added to a solution of N-(3-fluorobenzyl)-10-[(2RS)-1-(1-pyrrolidinyl)-2-propyl]-2-phenothiazinecarbothioamide neutral fumarate (1.30 g) in acetic acid (20 cc), and the mixture obtained is stirred for 20 hours at a temperature in the region of 20° C. The black suspension obtained is filtered on sintered glass plugged with celite and the yellow filtrate is concentrated under reduced pressure (30 mm Hg; 4 kPa) at 40° C. The residue is taken up with ethyl acetate (100 c... Yields the product O=C(O)c1cc(Br)cs1. Reaction SMILES: [Br:1][c:2]1[cH:3][c:4]([CH:7]=[O:8])[s:5][cH:6]1.[C:13]([OH:14])([CH3:15])([CH3:16])[CH3:17].[CH3:18][C:19](=[CH:20][CH3:21])[CH3:22].[Cl+:9]([O-:10])[O-:11].[Na+:12]>>[Br:1][c:2]1[cH:3][c:4]([C:7](=[O:8])[OH:10])[s:5][cH:6]1. Reactants: O=Cc1cc(Br)cs1, CC(C)(C)O, CC=C(C)C, [O-][Cl+][O-], [Na+]. Reactants: O=C1C(=CN=C2N1CCCCC2)C(=O)OCC (ethyl 4-oxo-4,6,7,8,9,10-hexahydro-pyrimido[1,2-a]azepine-3-carboxylate), [OH-].[NH4+] (ammonium hydroxide). Run at time 2 hour. The product is C(N)(=O)C1=CN=C2N(CCCCC2)C1=O (3-carbamoyl-4-oxo-4,6,7,8,9,10-hexahydro-pyrimido[1,2-a]azepine). Yield: 97.5%. RXN SMILES: [O:1]=[C:2]1[N:7]2[CH2:8][CH2:9][CH2:10][CH2:11][CH2:12][C:6]2=[N:5][CH:4]=[C:3]1[C:13]([O:15]CC)=O.[OH-].[NH4+:19]>>[C:13]([C:3]1[C:2](=[O:1])[N:7]2[CH2:8][CH2:9][CH2:10][CH2:11][CH2:12][C:6]2=[N:5][CH:4]=1)(=[O:15])[NH2:19] |f:1.2|. Reported procedure: 11.8 g. of ethyl 4-oxo-4,6,7,8,9,10-hexahydro-pyrimido[1,2-a]azepine-3-carboxylate are dissolved in 40 ml. of 30% by wieght ammonium hydroxide solution and the reaction mixture is allowed to stand at room temperature for 2 hours. The precipitated crystals are filtered and washed with water. 10.1 g. (97.5%) of 3-carbamoyl-4-oxo-4,6,7,8,9,10-hexahydro-pyrimido[1,2-a]azepine are obtained melting at 234°-235° C. The reactants are C(C)OC(C=C(C1=CC=CC=C1)C1=C2C=NNC2=CC=C1)=O (3-(1H-indazol-4-yl)-3-phenyl-acrylic acid ethyl ester), C(C)OC(C=C(C1=CC=CC=C1)C1=C2C(=CNC2=CC=C1)C#N)=O (3-(3-cyano-1H-Indol-4-yl)-3-phenyl-acrylic acid ethyl ester). Yields the product N1N=CC2=C(C=CC=C12)C(=CC(=O)NC)C1=CC=CC=C1 (3-(1H-Indazol-4-yl)-N-methyl-3-phenyl-acrylamide). RXN SMILES: C([O:3][C:4](=O)[CH:5]=[C:6]([C:13]1[CH:21]=[CH:20][CH:19]=[C:18]2[C:14]=1[CH:15]=[N:16][NH:17]2)[C:7]1[CH:12]=[CH:11][CH:10]=[CH:9][CH:8]=1)C.C(OC(=O)C=C(C1C=CC=C2C=1C(C#N)=[CH:38][NH:39]2)C1C=CC=CC=1)C>>[NH:17]1[C:18]2[C:14](=[C:13]([C:6]([C:7]3[CH:12]=[CH:11][CH:10]=[CH:9][CH:8]=3)=[CH:5][C:4]([NH:39][CH3:38])=[O:3])[CH:21]=[CH:20][CH:19]=2)[CH:15]=[N:16]1. Procedure details: 3-(1H-Indazol-4-yl)-N-methyl-3-phenyl-acrylamide CXCII was prepared from 3-(1H-indazol-4-yl)-3-phenyl-acrylic acid ethyl ester using the procedure described for preparation of 3-(1H-Indol-7-yl)-N-methyl-3-phenyl-acrylamide XVIII (see Example 4). The reactants are C(C(=O)OCC)(=O)OCC (diethyl oxalate), OC(CC(C)=O)(C)C (4-hydroxy-4-methyl-2-pentanone), CC(C)([O-])C.[Na+] (sodium tert-butoxide), C(C)(=O)[O-].[K+] (Potassium acetate), C(C(=O)O)(=O)O.C(CCC)NN (butylhydrazine oxalate). Run in C(C)O (ethanol), C(C)(=O)O (acetic acid). The product is C(CCC)N1N=C(C=C1CC(C)(C)O)C(=O)OCC (ethyl 1-butyl-5-(2-hydroxy-2-methylpropyl)-1H-pyrazole-3-carboxylate). Isolated yield 48.4%. Reaction SMILES: CC(C)([O-])C.[Na+].[C:7]([O:14][CH2:15][CH3:16])(=[O:13])[C:8](OCC)=O.[OH:17][C:18]([CH3:24])([CH3:23])[CH2:19][C:20](=O)[CH3:21].C([O-])(=O)C.[K+].C(O)(=O)C(O)=O.[CH2:36]([NH:40][NH2:41])[CH2:37][CH2:38][CH3:39]>C(O)(=O)C.C(O)C>[CH2:36]([N:40]1[C:20]([CH2:19][C:18]([OH:17])([CH3:24])[CH3:23])=[CH:21][C:8]([C:7]([O:14][CH2:15][CH3:16])=[O:13])=[N:41]1)[CH2:37][CH2:38][CH3:39] |f:0.1,4.5,6.7|. Procedure details: A mixture sodium tert-butoxide (23.0 g, 0.240 mol) and ethanol (200 mL) was stirred for 30 minutes at 0° C.; most of the solid was dissolved. A mixture of diethyl oxalate (32.6 mL, 0.240 mol) and 4-hydroxy-4-methyl-2-pentanone (25.0 mL, 0.200 mol) was added slowly, and the reaction was stirred for ten minutes at 0° C. before the addition of acetic acid (100 mL). The reaction was warmed to ambient temperature and stirred for ten minutes. Potassium acetate (29.4 g, 0.300 mol) and butylhydrazine ox...